Task: describe an organic reaction: reactants, conditions, products, and yield. Dataset: the Open Reaction Database (ORD), a public repository of structured organic reaction records The reactants are OC1=C(C(C(C2=CC(=CC=C12)\C=C\COC)(C)C)=O)C(=O)NCC(=O)OC(C)(C)C (1,1-dimethylethyl N-((4-hydroxy-1,1-dimethyl-7-((1E)-3-(methyloxy)-1-propen-1-yl)-2-oxo-naphthalen-3-yl)carbonyl)glycinate). Reagents/catalysts: [Pd] (palladium). The solvent is CCO (EtOH). Run at time 1.5 hour. Yields the product OC1=C(C(C(C2=CC(=CC=C12)CCCOC)(C)C)=O)C(=O)NCC(=O)OC(C)(C)C (1,1-Dimethylethyl N-((4-hydroxy-1,1-dimethyl-7-(3-(methyloxy)propyl)-2-oxo-naphthalen-3-yl)carbonyl)glycinate). Isolated yield 115.3%. Reaction SMILES: [OH:1][C:2]1[C:11]2[C:6](=[CH:7][C:8](/[CH:12]=[CH:13]/[CH2:14][O:15][CH3:16])=[CH:9][CH:10]=2)[C:5]([CH3:18])([CH3:17])[C:4](=[O:19])[C:3]=1[C:20]([NH:22][CH2:23][C:24]([O:26][C:27]([CH3:30])([CH3:29])[CH3:28])=[O:25])=[O:21]>CCO.[Pd]>[OH:1][C:2]1[C:11]2[C:6](=[CH:7][C:8]([CH2:12][CH2:13][CH2:14][O:15][CH3:16])=[CH:9][CH:10]=2)[C:5]([CH3:18])([CH3:17])[C:4](=[O:19])[C:3]=1[C:20]([NH:22][CH2:23][C:24]([O:26][C:27]([CH3:30])([CH3:29])[CH3:28])=[O:25])=[O:21]. Procedure: To a mixture of 1,1-dimethylethyl N-((4-hydroxy-1,1-dimethyl-7-((1E)-3-(methyloxy)-1-propen-1-yl)-2-oxo-naphthalen-3-yl)carbonyl)glycinate (245 mg, 590 μmol, Example 98A) in EtOH (5897 μL), was added palladium (10 wt. % on activated carbon (62.8 mg, 590 μmol)) at ambient temperature. The mixture was placed under hydrogen gas using a balloon, and the reaction mixture was stirred for 1.5 hours before it was filtered through a pad of Celite, washed with DCM, and concentrated to give the title compo... Starting materials: NC1=CC=C(C(=O)O)C=C1 (4-Aminobenzoic acid), hydrochloride salt. The solvent is S(=O)(Cl)Cl (thionyl chloride). Reaction conditions: time 2 hour. The product is NC1=CC=C(C(=O)OC(C)(C)C)C=C1 (t-butyl 4-aminobenzoate). As a reaction SMILES: [NH2:1][C:2]1[CH:10]=[CH:9][C:5]([C:6]([OH:8])=[O:7])=[CH:4][CH:3]=1>S(Cl)(Cl)=O>[NH2:1][C:2]1[CH:10]=[CH:9][C:5]([C:6]([O:8][C:5]([CH3:9])([CH3:6])[CH3:4])=[O:7])=[CH:4][CH:3]=1. Procedure: 4-Aminobenzoic acid (5.0 g) was suspended in thionyl chloride (50 ml) and heated to a gentle reflux. After two hours the solution went completely clear, and so the reaction was allowed to cool and the thionyl chloride was removed under reduced pressure, the last traces by azeotrope with dichloromethane (3×50 ml). The resulting acid chloride was dissolved in more dichloromethane (50 ml) and a solution of t-butanol (15 ml) in dichloromethane (15 ml) was added to the stirred solution which was cool... Starting materials: NC1=CC=C2C3=C(NC2=C1)C(=NC=C3C3=C(C=CC=C3)F)C(=O)N (7-amino-4-(2-fluorophenyl)-9H-pyrido[3,4-b]indole-1-carboxamide), O1CCC(CC1)=O (dihydro-2H-pyran-4(3H)-one), C(C)(=O)O[BH-](OC(C)=O)OC(C)=O.[Na+] (sodium triacetoxyborohydride), O1CCC(CC1)=O (dihydro-2H-pyran-4(3H)-one), C(C)(=O)O[BH-](OC(C)=O)OC(C)=O.[Na+] (sodium triacetoxyborohydride), O (water). Run in C(C)(=O)OCC (ethyl acetate), O1CCCC1 (tetrahydrofuran), ClCCl (dichloromethane). Conditions: time 16 hour. Product: FC1=C(C=CC=C1)C1=CN=C(C=2NC3=CC(=CC=C3C21)NC2CCOCC2)C(=O)N (4-(2-Fluorophenyl)-7-(tetrahydro-2H-pyran-4-ylamino)-9H-pyrido[3,4-b]indole-1-carboxamide). Isolated yield 30.9%. Reaction SMILES: [NH2:1][C:2]1[CH:10]=[C:9]2[C:5]([C:6]3[C:14]([C:15]4[CH:20]=[CH:19][CH:18]=[CH:17][C:16]=4[F:21])=[CH:13][N:12]=[C:11]([C:22]([NH2:24])=[O:23])[C:7]=3[NH:8]2)=[CH:4][CH:3]=1.[O:25]1[CH2:30][CH2:29][C:28](=O)[CH2:27][CH2:26]1.C(O[BH-](OC(=O)C)OC(=O)C)(=O)C.[Na+].O>O1CCCC1.ClCCl.C(OCC)(=O)C>[F:21][C:16]1[CH:17]=[CH:18][CH:19]=[CH:20][C:15]=1[C:14]1[C:6]2[C:5]3[C:9](=[CH:10][C:2]([NH:1][CH:28]4[CH2:29][CH2:30][O:25][CH2:26][CH2:27]4)=[CH:3][CH:4]=3)[NH:8][C:7]=2[C:11]([C:22]([NH2:24])=[O:23])=[N:12][CH:13]=1 |f:2.3|. Reported procedure: A mixture of 7-amino-4-(2-fluorophenyl)-9H-pyrido[3,4-b]indole-1-carboxamide (30.0 mg, 0.094 mmol), dihydro-2H-pyran-4(3H)-one (10.37 μL, 0.112 mmol), and sodium triacetoxyborohydride (39.7 mg, 0.187 mmol) in tetrahydrofuran (1 mL) and dichloromethane (1 mL) was stirred at rt for 16 hr. Additional dihydro-2H-pyran-4(3H)-one (10.37 μL, 0.112 mmol) and sodium triacetoxyborohydride (39.7 mg, 0.187 mmol) were added, and the mixture was stirred at room temperature for another 8 hr. To the reaction mi...